Task: describe an organic reaction: reactants, conditions, products, and yield. Dataset: the Open Reaction Database (ORD), a public repository of structured organic reaction records Starting materials: ClC1=C(C(=O)O)C(=CC(=C1)C1=NN=NN1)Cl (2,6-dichloro-4-tetrazolyl benzoic acid), Cl.CN(CCCN=C=NCC)C (1-(3-dimehtylaminopropyl)-3-ethylcarbodiimide hydrochloride), O.ON1N=NC2=C1C=CC=C2 (1-hydroxybenzotriazol hydrate), Cl.C(C)OC([C@H](CC1=CC=C(C=C1)N1C(C2=CC=CC(=C2C1=O)C)=O)N)=O ((2S) -2-amino-3-[4-(4-methyl-1,3-dioxo-1,3-dihydroisoindole-2-yl)phenyl] propionic acid ethylester hydrochloride). Solvent: ClCCl (dichloromethane), C(C)N(CC)CC (triethylamine). Run at time 3 day. The product is C(C)OC([C@H](CC1=CC=C(C=C1)N1C(C2=CC=CC(=C2C1=O)C)=O)NC(C1=C(C=C(C=C1Cl)C1=NN=NN1)Cl)=O)=O ((2S)-2-(2,6-dichloro-4-tetrazolyl-benzoylamino)-3-[4-(4-methyl-1,3-dioxo-1,3-dihydroisoindole-2-yl)phenyl] Propionic Acid Ethylester). Reaction SMILES: [Cl:1][C:2]1[CH:10]=[C:9]([C:11]2[NH:15][N:14]=[N:13][N:12]=2)[CH:8]=[C:7]([Cl:16])[C:3]=1[C:4]([OH:6])=O.Cl.CN(C)CCCN=C=NCC.O.ON1C2C=CC=CC=2N=N1.Cl.[CH2:41]([O:43][C:44](=[O:66])[C@@H:45]([NH2:65])[CH2:46][C:47]1[CH:52]=[CH:51][C:50]([N:53]2[C:61](=[O:62])[C:60]3[C:55](=[CH:56][CH:57]=[CH:58][C:59]=3[CH3:63])[C:54]2=[O:64])=[CH:49][CH:48]=1)[CH3:42]>ClCCl.C(N(CC)CC)C>[CH2:41]([O:43][C:44](=[O:66])[C@@H:45]([NH:65][C:4](=[O:6])[C:3]1[C:7]([Cl:16])=[CH:8][C:9]([C:11]2[NH:15][N:14]=[N:13][N:12]=2)=[CH:10][C:2]=1[Cl:1])[CH2:46][C:47]1[CH:48]=[CH:49][C:50]([N:53]2[C:61](=[O:62])[C:60]3[C:55](=[CH:56][CH:57]=[CH:58][C:59]=3[CH3:63])[C:54]2=[O:64])=[CH:51][CH:52]=1)[CH3:42] |f:1.2,3.4,5.6|. Procedure: The mixture of 35 mg of 2,6-dichloro-4-tetrazolyl benzoic acid, 30 mg of 1-(3-dimehtylaminopropyl)-3-ethylcarbodiimide hydrochloride, 23 mg of 1-hydroxybenzotriazol hydrate, 15 mg of triethylamine, 35 mg of (2S) -2-amino-3-[4-(4-methyl-1,3-dioxo-1,3-dihydroisoindole-2-yl)phenyl] propionic acid ethylester hydrochloride and 5 ml of dichloromethane was stirred at room temperature for 3 days. The mixture was concentrated and suspended in a mixed solvent of water-acetonitrile containing 0.1% trifluor...